This data is from the Open Reaction Database (ORD), a public repository of structured organic reaction records. The task is: describe an organic reaction: reactants, conditions, products, and yield Starting materials: [H-].[K+] (potassium hydride), CN(C=O)C (N,N-dimethylformamide), C(C1=CC=CC=C1)Br (benzylbromide), CN(C=O)C (DMF), COC1=C(C=CC(=C1)CNCCCNCCCCNCCCN)O.ON1C(CC(C2=CC=C(C=C12)OC(C)CCCC1=CC=CC=C1)=O)C (dl-5 hydroxy-2-methyl-7-(5-phenyl-2-pentyloxy)-4-oxo-1,2,3,4-tetrahydroquinoline), CN(C=O)C (DMF). Conditions: temperature 0 celsius, time 1 hour. Product: C(C1=CC=CC=C1)N1C(CC(C2=C(C=C(C=C12)OC(C)CCCC1=CC=CC=C1)OCC1=CC=CC=C1)=O)C (1-Benzyl-5-benzyloxy-2-methyl-7-(5-phenyl-2-pentyloxy)-4-oxo-1,2,3,4-tetrahydroquinoline). Reaction SMILES: [H-].[K+].CO[C:5]1[CH:10]=[C:9]([CH2:11]NCCCNCCCCNCCCN)[CH:8]=[CH:7][C:6]=1O.O[N:28]1[C:37]2[C:32](=[CH:33][CH:34]=[C:35]([O:38][CH:39]([CH2:41][CH2:42][CH2:43][C:44]3[CH:49]=[CH:48][CH:47]=[CH:46][CH:45]=3)[CH3:40])[CH:36]=2)[C:31](=[O:50])[CH2:30][CH:29]1[CH3:51].[CH2:52](Br)[C:53]1[CH:58]=[CH:57][CH:56]=[CH:55][CH:54]=1.CN(C)C=[O:63]>>[CH2:52]([N:28]1[C:37]2[C:32](=[C:33]([O:63][CH2:11][C:9]3[CH:10]=[CH:5][CH:6]=[CH:7][CH:8]=3)[CH:34]=[C:35]([O:38][CH:39]([CH2:41][CH2:42][CH2:43][C:44]3[CH:49]=[CH:48][CH:47]=[CH:46][CH:45]=3)[CH3:40])[CH:36]=2)[C:31](=[O:50])[CH2:30][CH:29]1[CH3:51])[C:53]1[CH:58]=[CH:57][CH:56]=[CH:55][CH:54]=1 |f:0.1,2.3|. Reported procedure: To a mixture of 0.30 mole of potassium hydride and 500 ml freshly distilled N,N-dimethylformamide (DMF) cooled to 0° C. under nitrogen and anhydrous conditions, is added dropwise a solution of 33.9 g (0.10 mole) dl-5-hydroxy-2-methyl-7-(5-phenyl-2-pentyloxy)-4-oxo-1,2,3,4-tetrahydroquinoline in 350 ml of purified DMF at 0°-10° C. When the addition is complete, the mixture is allowed to warm to room temperature and stirred for one hour. The mixture is then cooled to 0° C., a solution of 18.81 g (... Starting materials: B, CON=Cc1cccc(OCc2ccc([N+](=O)[O-])cc2)c1, Cl, [Na], C1CCOC1, O, O=C(O)C(F)(F)F. Product: NCc1cccc(OCc2ccc([N+](=O)[O-])cc2)c1. RXN SMILES: [BH3:1].[CH3:10][O:11][N:12]=[CH:13][c:14]1[cH:15][c:16]([O:20][CH2:21][c:22]2[cH:23][cH:24][c:25]([N+:28](=[O:29])[O-:30])[cH:26][cH:27]2)[cH:17][cH:18][cH:19]1.[ClH:37].[Na:2].[O:32]1[CH2:33][CH2:34][CH2:35][CH2:36]1.[OH2:31].[OH:3][C:4]([C:5]([F:6])([F:7])[F:8])=[O:9]>>[NH2:12][CH2:13][c:14]1[cH:15][c:16]([O:20][CH2:21][c:22]2[cH:23][cH:24][c:25]([N+:28](=[O:29])[O-:30])[cH:26][cH:27]2)[cH:17][cH:18][cH:19]1. Product: CC(C)(C)OC(=O)c1ccc2c(C3CCCCC3)c(Br)[nH]c2c1. The reactants are CC(C)(C)OC(=O)c1ccc2c(C3CCCCC3)c[nH]c2c1, CCOC(C)=O, ClC(Cl)(Cl)Cl, [Na+], [Na+], O=C1CCC(=O)N1Br, O=S([O-])([O-])=S. Reaction SMILES: [C:1]([CH3:2])([CH3:3])([CH3:4])[O:5][C:6](=[O:7])[c:8]1[cH:9][cH:10][c:11]2[c:12]([CH:17]3[CH2:18][CH2:19][CH2:20][CH2:21][CH2:22]3)[cH:13][nH:14][c:15]2[cH:16]1.[CH3:38][CH2:39][O:40][C:41]([CH3:42])=[O:43].[Cl:44][C:45]([Cl:46])([Cl:47])[Cl:48].[Na+:36].[Na+:37].[O:23]=[C:24]1[N:25]([Br:30])[C:26](=[O:27])[CH2:28][CH2:29]1.[S:31]([O-:32])([O-:33])(=[O:34])=[S:35]>>[C:1]([CH3:2])([CH3:3])([CH3:4])[O:5][C:6](=[O:7])[c:8]1[cH:9][cH:10][c:11]2[c:12]([CH:17]3[CH2:18][CH2:19][CH2:20][CH2:21][CH2:22]3)[c:13]([Br:30])[nH:14][c:15]2[cH:16]1. Starting materials: C(C)(=O)NC1=CC=C(C=C1)/C=C/C1=CC(=C(C(=O)OC(C)(C)C)C=C1)NC1=CC=C(C=C1)F (tert-butyl 4-((E)-2-(4-(acetamido)phenyl)vinyl)-2-(4-fluoroanilino)benzoate). The reagents and catalysts are [C].[Pd] (palladium-carbon). The solvent is C(C)(=O)O (acetic acid). Conditions: time 3 hour. The product is C(C)(=O)NC1=CC=C(C=C1)CCC1=CC(=C(C(=O)O)C=C1)NC1=CC=C(C=C1)F (4-(2-(4-(acetamido)phenyl)ethyl)-2-(4-fluoroanilino)benzoic acid). Reaction SMILES: [C:1]([NH:4][C:5]1[CH:10]=[CH:9][C:8](/[CH:11]=[CH:12]/[C:13]2[CH:25]=[CH:24][C:16]([C:17]([O:19]C(C)(C)C)=[O:18])=[C:15]([NH:26][C:27]3[CH:32]=[CH:31][C:30]([F:33])=[CH:29][CH:28]=3)[CH:14]=2)=[CH:7][CH:6]=1)(=[O:3])[CH3:2]>[C].[Pd].C(O)(=O)C>[C:1]([NH:4][C:5]1[CH:6]=[CH:7][C:8]([CH2:11][CH2:12][C:13]2[CH:25]=[CH:24][C:16]([C:17]([OH:19])=[O:18])=[C:15]([NH:26][C:27]3[CH:28]=[CH:29][C:30]([F:33])=[CH:31][CH:32]=3)[CH:14]=2)=[CH:9][CH:10]=1)(=[O:3])[CH3:2] |f:1.2|. Procedure details: To the obtained tert-butyl 4-((E)-2-(4-(acetamido)phenyl)vinyl)-2-(4-fluoroanilino)benzoate were added acetic acid 2.0 mL,dioxane 2.0 mL and 10% palladium-carbon 30 mg sequentially, and it was stirred under hydrogen atmosphere at room temperature for 3 hours. The solvent was removed under reduced pressure after insoluble matter was filtrated. Trifluoroacetic acid 10 mL was added to the obtained residue, and it was stirred at room temperature for 2 hours. The solvent was removed under reduced pre... The reactants are B, CC1C(=O)N(Cc2ccccc2)CCN1C(=O)OC(C)(C)C, CSC, C1CCOC1. Yields the product CC1CN(Cc2ccccc2)CCN1C(=O)OC(C)(C)C. RXN SMILES: [BH3:26].[C:1]([CH3:2])([CH3:3])([CH3:4])[O:5][C:6](=[O:7])[N:8]1[CH:9]([CH3:22])[C:10](=[O:21])[N:11]([CH2:14][c:15]2[cH:16][cH:17][cH:18][cH:19][cH:20]2)[CH2:12][CH2:13]1.[CH3:23][S:24][CH3:25].[O:27]1[CH2:28][CH2:29][CH2:30][CH2:31]1>>[C:1]([CH3:2])([CH3:3])([CH3:4])[O:5][C:6](=[O:7])[N:8]1[CH:9]([CH3:22])[CH2:10][N:11]([CH2:14][c:15]2[cH:16][cH:17][cH:18][cH:19][cH:20]2)[CH2:12][CH2:13]1. Reactants: C(C1=CC=CC=C1)OC1=C(C=CC2=CC=CC(=C12)C)C(C)(O)C (1-(1-benzyloxy-8-methyl-2-naphthyl)-1-methyl-1-ethanol), O (water). The solvent is O1CCCC1 (tetrahydrofuran), Cl (hydrochloric acid). The product is C(C1=CC=CC=C1)OC1=C(C=CC2=CC=CC(=C12)C)C(=C)C (1-benzyloxy-2-isopropenyl-8 methylnaphthalene). Yield: 59.0%. As a reaction SMILES: [CH2:1]([O:8][C:9]1[C:18]2[C:13](=[CH:14][CH:15]=[CH:16][C:17]=2[CH3:19])[CH:12]=[CH:11][C:10]=1[C:20]([CH3:23])(O)[CH3:21])[C:2]1[CH:7]=[CH:6][CH:5]=[CH:4][CH:3]=1.O>O1CCCC1.Cl>[CH2:1]([O:8][C:9]1[C:18]2[C:13](=[CH:14][CH:15]=[CH:16][C:17]=2[CH3:19])[CH:12]=[CH:11][C:10]=1[C:20]([CH3:23])=[CH2:21])[C:2]1[CH:3]=[CH:4][CH:5]=[CH:6][CH:7]=1. Reported procedure: 1.8 g of 1-(1-benzyloxy-8-methyl-2-naphthyl)-1-methyl-1-ethanol was dissolved in 20 ml of tetrahydrofuran, to which 30 ml of 3N hydrochloric acid was added, followed by refluxing for 2 hours. The reaction solution was returned to room temperature, to which water was added, followed by extraction with ethyl acetate. The resultant organic phase was washed with a saturated saline solution, dried with anhydrous magnesium sulfate and concentrated under reduced pressure. The residue was purified by si... RXN SMILES: [NH2:1][CH:2]([CH2:3][N:4]1[CH:5]([C:6](=[O:7])[OH:8])[CH2:9][CH2:10][CH2:11]1)[CH2:12][CH:13]([CH3:14])[CH3:15].[c:16]1([CH2:22][CH2:23][CH2:24][CH2:25][NH-:26])[cH:17][cH:18][cH:19][cH:20][cH:21]1.[s:27]1[c:28]([C:32](=[O:33])[Cl:34])[cH:29][cH:30][cH:31]1>>[NH:1]([CH:2]([CH2:3][N:4]1[CH:5]([C:6](=[O:7])[OH:8])[CH2:9][CH2:10][CH2:11]1)[CH2:12][CH:13]([CH3:14])[CH3:15])[C:32]([c:28]1[s:27][cH:31][cH:30][cH:29]1)=[O:33].[c:16]1([CH2:22][CH2:23][CH2:24][CH2:25][NH-:26])[cH:17][cH:18][cH:19][cH:20][cH:21]1. Product: CC(C)CC(CN1CCCC1C(=O)O)NC(=O)c1cccs1, [NH-]CCCCc1ccccc1. Starting materials: CC(C)CC(N)CN1CCCC1C(=O)O, [NH-]CCCCc1ccccc1, O=C(Cl)c1cccs1.